From a dataset of the Open Reaction Database (ORD), a public repository of structured organic reaction records. describe an organic reaction: reactants, conditions, products, and yield The reactants are C[C@@H]1[C@H]2[C@@H]3CC[C@H](C(C)=O)[C@]3(CC[C@@H]2[C@]2(CCC(N[C@@H]2C1)=O)C)C (7β-methyl-5α-4-azapregnan-3,20-dione), C[Mg]Br (methylmagnesium bromide), CCOCC (ether), CI (Methyl iodide), [H-].[Na+] (sodium hydride), [Cl-].[NH4+] (ammonium chloride), [Cl-].[NH4+] (ammonium chloride). The solvent is O1CCCC1 (tetrahydrofuran), O (water). Yields the product CN1[C@@H]2C[C@@H]([C@H]3[C@@H]4CC[C@H](C(C)(O)C)[C@]4(CC[C@@H]3[C@]2(CCC1=O)C)C)C (4,7β,20-Trimethyl-20-hydroxy-5α-4-azapregnan-3-one). Isolated yield 46.0%. As a reaction SMILES: [CH3:1][C@H:2]1[CH2:21][C@@H:20]2[C@:15]([CH3:23])([CH2:16]C[C:18](=O)[NH:19]2)[C@@H:14]2[C@@H:3]1[C@H:4]1[C@:11]([CH3:24])([CH2:12][CH2:13]2)[C@@H:7]([C:8](=[O:10])[CH3:9])[CH2:6][CH2:5]1.C[Mg]Br.[Cl-].[NH4+].[CH3:30]I.[H-].[Na+].CC[O:36][CH2:37][CH3:38]>O1CCCC1.O>[CH3:18][N:19]1[C:37](=[O:36])[CH2:38][CH2:16][C@@:15]2([CH3:23])[C@H:20]1[CH2:21][C@H:2]([CH3:1])[C@@H:3]1[C@@H:14]2[CH2:13][CH2:12][C@@:11]2([CH3:24])[C@H:4]1[CH2:5][CH2:6][C@@H:7]2[C:8]([CH3:30])([OH:10])[CH3:9] |f:2.3,5.6|. Reported procedure: To a solution of 103 mg (0.31 mmol) 7β-methyl-5α-4-azapregnan-3,20-dione in 10 ml dry tetrahydrofuran at -40° C. under N2 was added 6 eq methylmagnesium bromide (1.86 mmol) in ether. The reaction was stirred and allowed to warm to RT over 90 minutes. Aqueous ammonium chloride (5 ml) was added and the solvents were evaporated. The residue was partitioned between methylene chloride and water. The organic layer was washed with brine, dried over magnesium sulfate, and evaporated. The crude residue w...